From a dataset of the Open Reaction Database (ORD), a public repository of structured organic reaction records. describe an organic reaction: reactants, conditions, products, and yield Starting materials: CC(C)(C)OC(=O)N1CCCC(CC1)N (4-amino-N-1-Boc-azepine), ClC1=CC=C2C(=CC=NC2=C1)N1CCNCC1 (7-chloro-4-piperazinylquinoline), ClC(=O)OC1=CC=C(C=C1)[N+](=O)[O-] (p-nitrophenyl chloroformate), C(C)(C)N(CC)C(C)C (diisopropylethyl amine). Yields the product ClC1=CC=C2C(=CC=NC2=C1)N1CCN(CC1)C(=O)NC1CCN(CCC1)C(=O)OC(C)(C)C (4-[[[4-(7-Chloro-4-quinolinyl)-1-piperazinyl]carbonyl]amino]hexahydro-1H-azepine-1-carboxylic Acid, 1,1-dimethylethyl Ester). Reaction SMILES: [CH3:1][C:2]([O:5][C:6]([N:8]1[CH2:14][CH2:13][CH:12]([NH2:15])[CH2:11][CH2:10][CH2:9]1)=[O:7])([CH3:4])[CH3:3].Cl[C:17](OC1C=CC([N+]([O-])=O)=CC=1)=[O:18].C(N(C(C)C)CC)(C)C.[Cl:38][C:39]1[CH:48]=[C:47]2[C:42]([C:43]([N:49]3[CH2:54][CH2:53][NH:52][CH2:51][CH2:50]3)=[CH:44][CH:45]=[N:46]2)=[CH:41][CH:40]=1>>[Cl:38][C:39]1[CH:48]=[C:47]2[C:42]([C:43]([N:49]3[CH2:54][CH2:53][N:52]([C:17]([NH:15][CH:12]4[CH2:11][CH2:10][CH2:9][N:8]([C:6]([O:5][C:2]([CH3:1])([CH3:3])[CH3:4])=[O:7])[CH2:14][CH2:13]4)=[O:18])[CH2:51][CH2:50]3)=[CH:44][CH:45]=[N:46]2)=[CH:41][CH:40]=1. Procedure: As described for example 78, 4-amino-N-1-Boc-azepine, p-nitrophenyl chloroformate, diisopropylethyl amine and 7-chloro-4-piperazinylquinoline are reacted to afford the title product. LC-MS: 488 (M++1). 1H NMR (CDCl3) δ 8.75 (d, 1H), 8.05 (s, 1H), 7.96 (d, 1H), 7.45 (d, 1H), 6.85 (d, 1H), 4.55 (m, 1H), 4.05 (m, 1H), 3.90 (m, 1H), 3.60 (m, 4H), 3.30 (m, 1H), 3.20 (m, 4H), 3.10 (m, 2H), 2.10 (m, 1H), 1.60–1.90 (m, 3H), 1.50 (s, 9H). The reactants are C(#N)C=1C(=C2C=CN(C2=CC1)CC(NO)=N)C(F)(F)F (2-[5-cyano-4-(trifluoromethyl)-1H-indol-1-yl]-N-hydroxyethanimidamide), BrC=1C=C(C(=O)O)C=CC1C (3-bromo-4-methylbenzoic acid). Product: BrC=1C=C(C=CC1C)C1=NC(=NO1)CN1C=CC2=C(C(=CC=C12)C#N)C(F)(F)F (1-{[5-(3-Bromo-4-methyl phenyl)-1,2,4-oxadiazol-3-yl]methyl}-4-(trifluoromethyl)-1H-indole-5-carbonitrile). Reaction SMILES: [C:1]([C:3]1[C:4]([C:17]([F:20])([F:19])[F:18])=[C:5]2[C:9](=[CH:10][CH:11]=1)[N:8]([CH2:12][C:13](=[NH:16])[NH:14][OH:15])[CH:7]=[CH:6]2)#[N:2].[Br:21][C:22]1[CH:23]=[C:24]([CH:28]=[CH:29][C:30]=1[CH3:31])[C:25](O)=O>>[Br:21][C:22]1[CH:23]=[C:24]([C:25]2[O:15][N:14]=[C:13]([CH2:12][N:8]3[C:9]4[C:5](=[C:4]([C:17]([F:19])([F:20])[F:18])[C:3]([C:1]#[N:2])=[CH:11][CH:10]=4)[CH:6]=[CH:7]3)[N:16]=2)[CH:28]=[CH:29][C:30]=1[CH3:31]. Procedure: Synthesized as described in Example 72 from 2-[5-cyano-4-(trifluoromethyl)-1H-indol-1-yl]-N-hydroxyethanimidamide and 3-bromo-4-methylbenzoic acid: MS (ESI): m/z 461 (M+). The reactants are FC1=C(C=CC=C1)C1=NC(C(N(C2=C1C=C(C=C2)[N+](=O)[O-])C)=O)C (rac-5-(o-fluorophenyl)-1,3-dihydro-1,3-dimethyl-7-nitro-2H-1,4-benzodiazepin-2-one), stannous chloride. Solvent: Cl (hydrochloric acid). Conditions: time 15 minute. Product: NC=1C=CC2=C(C(=NC(C(N2C)=O)C)C2=C(C=CC=C2)F)C1 (rac-7-amino-5(o-fluorophenyl)-1,3-dihydro-1,3-dimethyl-2H-1,4-benzodiazepin-2-one). Reaction SMILES: [F:1][C:2]1[CH:7]=[CH:6][CH:5]=[CH:4][C:3]=1[C:8]1[C:14]2[CH:15]=[C:16]([N+:19]([O-])=O)[CH:17]=[CH:18][C:13]=2[N:12]([CH3:22])[C:11](=[O:23])[CH:10]([CH3:24])[N:9]=1>Cl>[NH2:19][C:16]1[CH:17]=[CH:18][C:13]2[N:12]([CH3:22])[C:11](=[O:23])[CH:10]([CH3:24])[N:9]=[C:8]([C:3]3[CH:4]=[CH:5][CH:6]=[CH:7][C:2]=3[F:1])[C:14]=2[CH:15]=1. Procedure: 85 g (0.26 M) of rac-5-(o-fluorophenyl)-1,3-dihydro-1,3-dimethyl-7-nitro-2H-1,4-benzodiazepin-2-one are dissolved in 700 ml of concentrated hydrochloric acid and treated slowly with 180 g of stannous chloride. After about 15 minutes, the mixture is cooled with ice and then concentrated on a rotary evaporator. The residue is dissolved in ice-water, slowly made alkaline with 200 g of sodium carbonate in 1 liter of water and extracted several times with methylene chloride. The organic solution is d...